This data is from the Open Reaction Database (ORD), a public repository of structured organic reaction records. The task is: describe an organic reaction: reactants, conditions, products, and yield Starting materials: CC(=O)O, CCC(=O)c1ccc(C#N)c([N+](=O)[O-])c1, [Na+], [OH-], O, O=S(=O)(O)O. The product is CCC(=O)c1ccc(C(=O)O)c([N+](=O)[O-])c1. RXN SMILES: [CH3:24][C:25](=[O:26])[OH:27].[N+:1](=[O:2])([O-:3])[c:4]1[c:5]([C:6]#[N:7])[cH:8][cH:9][c:10]([C:12]([CH2:13][CH3:14])=[O:15])[cH:11]1.[Na+:23].[OH-:22].[OH2:16].[S:17](=[O:18])(=[O:19])([OH:20])[OH:21]>>[N+:1](=[O:2])([O-:3])[c:4]1[c:5]([C:6](=[O:16])[OH:22])[cH:8][cH:9][c:10]([C:12]([CH2:13][CH3:14])=[O:15])[cH:11]1. Reactants: C1=NC(=CC2=CC=CC=C12)O (Isoquinolin-3-ol), ClC1=NC=C(C=C1Cl)[N+](=O)[O-] (2,3-dichloro-5-nitro pyridine). Yields the product ClC=1C(=NC=C(C1)[N+](=O)[O-])OC=1N=CC2=CC=CC=C2C1 (3-(3-chloro-5-nitropyridin-2-yloxy)isoquinoline). Reaction SMILES: [CH:1]1[C:10]2[C:5](=[CH:6][CH:7]=[CH:8][CH:9]=2)[CH:4]=[C:3]([OH:11])[N:2]=1.Cl[C:13]1[C:18]([Cl:19])=[CH:17][C:16]([N+:20]([O-:22])=[O:21])=[CH:15][N:14]=1>>[Cl:19][C:18]1[C:13]([O:11][C:3]2[N:2]=[CH:1][C:10]3[C:5]([CH:4]=2)=[CH:6][CH:7]=[CH:8][CH:9]=3)=[N:14][CH:15]=[C:16]([N+:20]([O-:22])=[O:21])[CH:17]=1. Reported procedure: Isoquinolin-3-ol was reacted with 2,3-dichloro-5-nitro pyridine to obtain 3-(3-chloro-5-nitropyridin-2-yloxy)isoquinoline which was further converted to 5-chloro-6-(isoquinolin-3-yloxy)pyridin-3-amine as per the procedure described in preparation 1, step iii and iv. Starting materials: C(C)OC(CN1N=CC=2[C@@H](CCCC12)N(C)S(=O)(=O)C1=CC(=CC(=C1)C(F)(F)F)SCC)=O ({(R)-4-[(3-ethylsulfanyl-5-trifluoromethyl-benzenesulfonyl)-methyl-amino]-4,5,6,7-tetrahydro-indazol-1-yl}-acetic acid ethyl ester), C(C)OC(CN1N=CC=2[C@@H](CCCC12)N(C)S(=O)(=O)C1=CC(=CC(=C1)C(F)(F)F)F)=O ({(R)-4-[(3-Fluoro-5-trifluoromethyl-benzenesulfonyl)-methyl-amino]-4,5,6,7-tetra-hydro-indazol-1-yl}-acetic acid ethyl ester). Product: C(C)OC(CN1N=CC=2[C@@H](CCCC12)N(C)S(=O)(=O)C1=CC(=CC(=C1)C(F)(F)F)S(=O)(=O)CC)=O ({(R)-4-[(3-ethanesulfonyl-5-trifluoromethyl-benzenesulfonyl)-methyl-amino]-4,5,6,7-tetrahydro-indazol-1-yl}-acetic acid ethyl ester). As a reaction SMILES: C(OC(=O)CN1C2CCC[C@@H](N([S:17]([C:20]3C=C(C(F)(F)F)C=C(SCC)[CH:21]=3)(=[O:19])=[O:18])C)C=2C=N1)C.[CH2:34]([O:36][C:37](=[O:64])[CH2:38][N:39]1[C:47]2[CH2:46][CH2:45][CH2:44][C@@H:43]([N:48]([S:50]([C:53]3[CH:58]=[C:57]([C:59]([F:62])([F:61])[F:60])[CH:56]=[C:55](F)[CH:54]=3)(=[O:52])=[O:51])[CH3:49])[C:42]=2[CH:41]=[N:40]1)[CH3:35]>>[CH2:34]([O:36][C:37](=[O:64])[CH2:38][N:39]1[C:47]2[CH2:46][CH2:45][CH2:44][C@@H:43]([N:48]([S:50]([C:53]3[CH:58]=[C:57]([C:59]([F:60])([F:61])[F:62])[CH:56]=[C:55]([S:17]([CH2:20][CH3:21])(=[O:19])=[O:18])[CH:54]=3)(=[O:52])=[O:51])[CH3:49])[C:42]=2[CH:41]=[N:40]1)[CH3:35]. Procedure: Starting with {(R)-4-[(3-ethylsulfanyl-5-trifluoromethyl-benzenesulfonyl)-methyl-amino]-4,5,6,7-tetrahydro-indazol-1-yl}-acetic acid ethyl ester (1st step intermediate of example 8-1) using the method analogous to the one described for example 7-1, {(R)-4-[(3-ethanesulfonyl-5-trifluoromethyl-benzenesulfonyl)-methyl-amino]-4,5,6,7-tetrahydro-indazol-1-yl}-acetic acid ethyl ester was obtained as a white solid. MS cald. for C21H26F3N3O6S2 537, obsd. (ESI+) [(M+H)+] 538. The reactants are OC(CCCC(=O)OC)C1=C(C=CC=C1)\C=C\C=C\C(CCCCCCCC)OC1OCCCC1 (methyl δ-hydroxy-2-[5-[(tetrahydro-2H-pyran-2-yl)oxy]-1E,3E-tridecadienyl]benzenepentanoate), C1(=CC=C(C=C1)S(=O)(=O)O)C (p-toluenesulfonic acid), titled products. Solvent: CO (methanol). Reaction conditions: temperature 55 celsius. Yields the product OC(CCCC(=O)OC)C1=C(C=CC=C1)\C=C\C=C\C(CCCCCCCC)O (methyl δ-hydroxy-2-(5-hydroxy-1E,3E-tridecadienyl)benzenepentanoate). As a reaction SMILES: [OH:1][CH:2]([C:10]1[CH:15]=[CH:14][CH:13]=[CH:12][C:11]=1/[CH:16]=[CH:17]/[CH:18]=[CH:19]/[CH:20]([O:29]C1CCCCO1)[CH2:21][CH2:22][CH2:23][CH2:24][CH2:25][CH2:26][CH2:27][CH3:28])[CH2:3][CH2:4][CH2:5][C:6]([O:8][CH3:9])=[O:7].C1(C)C=CC(S(O)(=O)=O)=CC=1>CO>[OH:1][CH:2]([C:10]1[CH:15]=[CH:14][CH:13]=[CH:12][C:11]=1/[CH:16]=[CH:17]/[CH:18]=[CH:19]/[CH:20]([OH:29])[CH2:21][CH2:22][CH2:23][CH2:24][CH2:25][CH2:26][CH2:27][CH3:28])[CH2:3][CH2:4][CH2:5][C:6]([O:8][CH3:9])=[O:7]. Procedure details: To 3ml of methanol is added 0.1g (0.21 mmol) of the titled product of Example 12 and 10mg of p-toluenesulfonic acid. The reaction mixture is heated to 55°C. for 3 hours. The solvent was removed under reduced pressure and the residue was flash chromatographed on silica gel column. Elution with 2:1 diethyl ether hexane produced 3 bands. The third band contained 0.30g of the titled products which was collected as fractions 8-18. Reactants: ClC=1C2=C(N=CN1)C1=C(S2)C=CC=C1 (4-Chlorobenzothieno[3,2-d]pyrimidine), C(C1=CC=CC=C1)N (benzylamine). Solvent: CC(C)O (2-propanol). The product is C(C1=CC=CC=C1)NC=1C2=C(N=CN1)C1=C(S2)C=CC=C1 (4-benzylaminobenzothieno[3,2-d]pyrimidine). The yield is 68.6%. As a reaction SMILES: Cl[C:2]1[C:3]2[S:10][C:9]3[CH:11]=[CH:12][CH:13]=[CH:14][C:8]=3[C:4]=2[N:5]=[CH:6][N:7]=1.[CH2:15]([NH2:22])[C:16]1[CH:21]=[CH:20][CH:19]=[CH:18][CH:17]=1>CC(O)C>[CH2:15]([NH:22][C:2]1[C:3]2[S:10][C:9]3[CH:11]=[CH:12][CH:13]=[CH:14][C:8]=3[C:4]=2[N:5]=[CH:6][N:7]=1)[C:16]1[CH:21]=[CH:20][CH:19]=[CH:18][CH:17]=1. Procedure details: 4-Chlorobenzothieno[3,2-d]pyrimidine (111 mg, 0.5 mmol), (see following experimental) and benzylamine (114 mg, 1.0 mmol) (111 mg, 1.1 mmol) in stirred 2-propanol (2 mL) are heated at reflux under N2 for 26 h. The mixture is allowed to cool, and the precipitate is collected by Buchner filtration, rinsed with 2-propanol and water and dried in an oven to give 4-benzylaminobenzothieno[3,2-d]pyrimidine (100 mg, 68%) as a white powder. 1H NMR (DMSO) δ8.60 (1H, s), 8.51 (1H, t, J=5.9 Hz), 8.31 (1H, ddd...